This data is from the Open Reaction Database (ORD), a public repository of structured organic reaction records. The task is: describe an organic reaction: reactants, conditions, products, and yield The reactants are C(C(C)C)(=O)Cl (Isobutyryl chloride), C(C)(=O)[O-].[Na+] (sodium acetate), CC(C)(C)C1=C(C(=CC(=C1)C(C1=CC=CC=C1)NO)C(C)(C)C)O (2,6-bis (1,1-dimethylethyl)-4-[(hydroxyamino)phenylmethyl]phenol). Solvent: O (Water), O (H2O), O1CCOCC1 (dioxane). Reaction conditions: time 17 hour. Yields the product CC(C)(C)C=1C=C(C=C(C1O)C(C)(C)C)C(N(C(C(C)C)=O)O)C1=CC=CC=C1 (N-[[3,5-Bis(1,1-dimethylethyl)-4-hydroxyphenyl]-phenylmethyl]-N-hydroxy-2-methylpropanamide). As a reaction SMILES: C([O-])(=O)C.[Na+].[CH3:6][C:7]([C:10]1[CH:15]=[C:14]([CH:16]([NH:23][OH:24])[C:17]2[CH:22]=[CH:21][CH:20]=[CH:19][CH:18]=2)[CH:13]=[C:12]([C:25]([CH3:28])([CH3:27])[CH3:26])[C:11]=1[OH:29])([CH3:9])[CH3:8].[C:30](Cl)(=[O:34])[CH:31]([CH3:33])[CH3:32]>O.O1CCOCC1>[CH3:26][C:25]([C:12]1[CH:13]=[C:14]([CH:16]([C:17]2[CH:22]=[CH:21][CH:20]=[CH:19][CH:18]=2)[N:23]([OH:24])[C:30](=[O:34])[CH:31]([CH3:33])[CH3:32])[CH:15]=[C:10]([C:7]([CH3:6])([CH3:8])[CH3:9])[C:11]=1[OH:29])([CH3:28])[CH3:27] |f:0.1|. Reported procedure: A solution of 0.82 g (0.01 mole) of sodium acetate in 7 mL H2O is added to a solution of 1.08 g (0. 0033 mole) of 2,6-bis (1,1-dimethylethyl)-4-[(hydroxyamino)phenylmethyl]phenol in 30 mL dioxane. Isobutyryl chloride (0.51 g, 0. 00477 mole) is added dropwise and the mixture is stirred at room temperature for 17 hours. Water (25 mL) is added to the mixture and the solid material is filtered off and washed with water. After drying it is recrystallized from Et2O-n-hexane to give off-white crystals,...